From a dataset of the Open Reaction Database (ORD), a public repository of structured organic reaction records. describe an organic reaction: reactants, conditions, products, and yield Starting materials: ClCCC(=O)C1=CC=2SC3=CC=C(C=C3OC2C=C1)C(CCCl)=O (2,7-bis(3-chloropropionyl)phenoxathiin), [I-].[K+] (potassium iodide), C(C)NCC (diethylamine). Run in O1CCCC1 (tetrahydrofuran). Conditions: time 3 day. Product: Cl.Cl.C(C)N(CCC(=O)C1=CC=2SC3=CC=C(C=C3OC2C=C1)C(CCN(CC)CC)=O)CC (2,7-bis(3-diethylaminopropionyl)phenoxathiin dihydrochloride). RXN SMILES: [Cl:1][CH2:2][CH2:3][C:4]([C:6]1[CH:19]=[CH:18][C:17]2[O:16][C:15]3[C:10](=[CH:11][CH:12]=[C:13]([C:20](=[O:24])[CH2:21][CH2:22]Cl)[CH:14]=3)[S:9][C:8]=2[CH:7]=1)=[O:5].[I-].[K+].[CH2:27]([NH:29][CH2:30][CH3:31])[CH3:28]>O1CCCC1>[ClH:1].[ClH:1].[CH2:27]([N:29]([CH2:30][CH3:31])[CH2:2][CH2:3][C:4]([C:6]1[CH:19]=[CH:18][C:17]2[O:16][C:15]3[C:10](=[CH:11][CH:12]=[C:13]([C:20](=[O:24])[CH2:21][CH2:22][N:29]([CH2:30][CH3:31])[CH2:27][CH3:28])[CH:14]=3)[S:9][C:8]=2[CH:7]=1)=[O:5])[CH3:28] |f:1.2,5.6.7|. Reported procedure: A mixture of 22.4 g (0.03 mole) 2,7-bis(3-chloropropionyl)phenoxathiin, 1 g of potassium iodide, 75 ml of diethylamine and 75 ml of tetrahydrofuran is allowed to stand for 3 days then filtered and the filtrate evaporated to dryness. The residue is dissolved in ethanol and acidified with etheral HCl to Congo Red. The solution is diluted with ethyl ether and the solid filtered off. The solid is thrice dissolved in methanol, filtered, precipitated with ethyl ether and filtered. The resulting produc... Starting materials: COc1cc(C(=O)N2CCC(CCS(C)(=O)=O)(c3ccccc3)C2)cc(OC)c1OC, CCN(C(C)C)C(C)C, Clc1ccccc1, O=C(c1nc2ccccc2n1Cc1ccc(F)cc1)C1CCNCC1. Yields the product COc1cc(C(=O)N2CCC(CCN3CCC(C(=O)c4nc5ccccc5n4Cc4ccc(F)cc4)CC3)(c3ccccc3)C2)cc(OC)c1OC. As a reaction SMILES: [CH3:1][O:2][c:3]1[cH:4][c:5]([C:6](=[O:7])[N:8]2[CH2:9][C:10]([CH2:13][CH2:14][S:15]([CH3:16])(=[O:17])=[O:18])([c:19]3[cH:20][cH:21][cH:22][cH:23][cH:24]3)[CH2:11][CH2:12]2)[cH:25][c:26]([O:30][CH3:31])[c:27]1[O:28][CH3:29].[CH:57]([N:58]([CH:59]([CH3:60])[CH3:61])[CH2:62][CH3:63])([CH3:64])[CH3:65].[Cl:66][c:67]1[cH:68][cH:69][cH:70][cH:71][cH:72]1.[F:32][c:33]1[cH:34][cH:35][c:36]([CH2:37][n:38]2[c:39]([C:47](=[O:48])[CH:49]3[CH2:50][CH2:51][NH:52][CH2:53][CH2:54]3)[n:40][c:41]3[c:42]2[cH:43][cH:44][cH:45][cH:46]3)[cH:55][cH:56]1>>[CH3:1][O:2][c:3]1[cH:4][c:5]([C:6](=[O:7])[N:8]2[CH2:9][C:10]([CH2:13][CH2:14][N:52]3[CH2:51][CH2:50][CH:49]([C:47]([c:39]4[n:38]([CH2:37][c:36]5[cH:35][cH:34][c:33]([F:32])[cH:56][cH:55]5)[c:42]5[c:41]([n:40]4)[cH:46][cH:45][cH:44][cH:43]5)=[O:48])[CH2:54][CH2:53]3)([c:19]3[cH:20][cH:21][cH:22][cH:23][cH:24]3)[CH2:11][CH2:12]2)[cH:25][c:26]([O:30][CH3:31])[c:27]1[O:28][CH3:29]. Reaction SMILES: [BH4-:39].[NH2:1][C:2]1([C:15]([F:16])([F:17])[F:18])[CH2:3][CH2:4][N:5]([C:8](=[O:9])[O:10][C:11]([CH3:12])([CH3:13])[CH3:14])[CH2:6][CH2:7]1.[Na+:32].[Na+:33].[Na+:40].[O-:34][S:35]([O-:36])(=[O:37])=[O:38].[O:19]=[C:20]1[CH2:21][S:22][c:23]2[c:24]([cH:26][c:27]([CH:30]=[O:31])[cH:28][cH:29]2)[NH:25]1.[O:41]=[CH:42][N:43]([CH3:44])[CH3:45]>>[NH:1]([C:2]1([C:15]([F:16])([F:17])[F:18])[CH2:3][CH2:4][N:5]([C:8](=[O:9])[O:10][C:11]([CH3:12])([CH3:13])[CH3:14])[CH2:6][CH2:7]1)[CH2:30][c:27]1[cH:26][c:24]2[c:23]([cH:29][cH:28]1)[S:22][CH2:21][C:20](=[O:19])[NH:25]2. The reactants are [BH4-], CC(C)(C)OC(=O)N1CCC(N)(C(F)(F)F)CC1, [Na+], [Na+], [Na+], O=S(=O)([O-])[O-], O=Cc1ccc2c(c1)NC(=O)CS2, CN(C)C=O. Product: CC(C)(C)OC(=O)N1CCC(NCc2ccc3c(c2)NC(=O)CS3)(C(F)(F)F)CC1. Starting materials: C1=C(c2cccnc2)CCC2(C1)OCCO2, CCOC(C)=O, [H][H]. Yields the product c1cncc(C2CCC3(CC2)OCCO3)c1. Reaction SMILES: [CH2:1]1[CH2:2][O:3][C:4]2([CH2:5][CH:6]=[C:7]([c:10]3[cH:11][n:12][cH:13][cH:14][cH:15]3)[CH2:8][CH2:9]2)[O:16]1.[CH3:19][CH2:20][O:21][C:22]([CH3:23])=[O:24].[H:17][H:18]>>[CH2:1]1[CH2:2][O:3][C:4]2([CH2:5][CH2:6][CH:7]([c:10]3[cH:11][n:12][cH:13][cH:14][cH:15]3)[CH2:8][CH2:9]2)[O:16]1. Starting materials: CN(C)C(=[N+](C)C)ON1C2=C(C=CC=C2)N=N1.[B-](F)(F)(F)F (TBTU), C1(=CC=CC=C1)C1=NC(=C2N1CCCCC2)C(=O)O (3-phenyl-6,7,8,9-tetrahydro-5H-imidazo[1,5-a]azepine-1-carboxylic acid), C1(=CC=CC=C1)C1=NC(=C2N1CCCCC2)C(=O)O (3-phenyl-6,7,8,9-tetrahydro-5H-imidazo[1,5-a]azepine-1-carboxylic acid), N[C@H](C(=O)NC)C(C)(C)C ((S)-2-amino-N,3,3-trimethylbutanamide), CCN(C(C)C)C(C)C (DIEA). The solvent is C(Cl)Cl (DCM). Conditions: time 3 hour. Yields the product CC([C@@H](C(=O)NC)NC(=O)C=1N=C(N2C1CCCCC2)C2=CC=CC=C2)(C)C ((S)—N-(3,3-dimethyl-1-(methylamino)-1-oxobutan-2-yl)-3-phenyl-6,7,8,9-tetrahydro-5H-imidazo[1,5-a]azepine-1-carboxamide). The yield is 89.2%. As a reaction SMILES: [C:1]1([C:7]2[N:11]3[CH2:12][CH2:13][CH2:14][CH2:15][CH2:16][C:10]3=[C:9]([C:17]([OH:19])=O)[N:8]=2)[CH:6]=[CH:5][CH:4]=[CH:3][CH:2]=1.[NH2:20][C@@H:21]([C:26]([CH3:29])([CH3:28])[CH3:27])[C:22]([NH:24][CH3:25])=[O:23].CCN(C(C)C)C(C)C.CN(C(ON1N=NC2C=CC=CC1=2)=[N+](C)C)C.[B-](F)(F)(F)F>C(Cl)Cl>[CH3:27][C:26]([CH3:29])([CH3:28])[C@H:21]([NH:20][C:17]([C:9]1[N:8]=[C:7]([C:1]2[CH:2]=[CH:3][CH:4]=[CH:5][CH:6]=2)[N:11]2[CH2:12][CH2:13][CH2:14][CH2:15][CH2:16][C:10]=12)=[O:19])[C:22]([NH:24][CH3:25])=[O:23] |f:3.4|. Procedure details: 3-phenyl-6,7,8,9-tetrahydro-5H-imidazo[1,5-a]azepine-1-carboxylic acid (Intermediate B1) (100 mg, 0.390 mmol) was dissolved in DCM (10 mL) in a 40 mL screw-cap vial. (S)-2-amino-N,3,3-trimethylbutanamide (59.1 mg, 0.410 mmol) and DIEA (204 μl, 1.171 mmol) were added, followed by TBTU (132 mg, 0.410 mmol), and the reaction was stirred for 3 hours. LCMS showed complete consumption of starting material. The solution was extracted with saturated aqueous sodium bicarbonate (10 mL) and the organic lay...